Dataset: the Open Reaction Database (ORD), a public repository of structured organic reaction records. Task: describe an organic reaction: reactants, conditions, products, and yield Reactants: NC1=CC2=C(CCOC(N2CC)=O)C=C1 (3-amino-5-ethyl-8,9-dihydro-5H-7-oxa-5-aza-benzocyclohepten-6-one), ClC1=NC=C(C(=N1)NC1=C(C(=O)NC)C=CC=C1F)Cl (2-(2,5-dichloro-pyrimidin-4-ylamino)-3-fluoro-N-methyl-benzamide), 2-[5-chloro-2-(5-ethyl-6-oxo-5,6,8,9-tetrahydro-7-oxa-5-aza-benzocyclohepten-3-ylamino)-pyrimidin-4-ylamino]-3-fluoro-N-methyl-benzamide. HCl salt. Yields the product ClC=1C(=NC(=NC1)NC1=CC2=C(CCOC(N2CC)=O)C=C1)NC1=C(C(=O)NC)C=CC=C1F (2-[5-Chloro-2-(5-ethyl-6-oxo-5,6,8,9-tetrahydro-7-oxa-5-aza-benzocyclohepten-3-ylamino)-pyrimidin-4-ylamino]-3-fluoro-N-methyl-benzamide). Reaction SMILES: [NH2:1][C:2]1[CH:15]=[CH:14][C:5]2[CH2:6][CH2:7][O:8][C:9](=[O:13])[N:10]([CH2:11][CH3:12])[C:4]=2[CH:3]=1.Cl[C:17]1[N:22]=[C:21]([NH:23][C:24]2[C:33]([F:34])=[CH:32][CH:31]=[CH:30][C:25]=2[C:26]([NH:28][CH3:29])=[O:27])[C:20]([Cl:35])=[CH:19][N:18]=1>>[Cl:35][C:20]1[C:21]([NH:23][C:24]2[C:33]([F:34])=[CH:32][CH:31]=[CH:30][C:25]=2[C:26]([NH:28][CH3:29])=[O:27])=[N:22][C:17]([NH:1][C:2]2[CH:15]=[CH:14][C:5]3[CH2:6][CH2:7][O:8][C:9](=[O:13])[N:10]([CH2:11][CH3:12])[C:4]=3[CH:3]=2)=[N:18][CH:19]=1. Procedure: Following a procedure analogous to Example 1741e, 3-amino-5-ethyl-8,9-dihydro-5H-7-oxa-5-aza-benzocyclohepten-6-one and 2-(2,5-dichloro-pyrimidin-4-ylamino)-3-fluoro-N-methyl-benzamide were converted to 2-[5-chloro-2-(5-ethyl-6-oxo-5,6,8,9-tetrahydro-7-oxa-5-aza-benzocyclohepten-3-ylamino)-pyrimidin-4-ylamino]-3-fluoro-N-methyl-benzamide. HCl salt: 1H NMR (400 MHz, CD3OD) δ 8.24 (s, 1H), 7.45 (dd, 2H), 7.30 (dd, 2H), 7.21 (d, 1H), 7.09 (dd, 1H), 4.39 (t, 2H), 3.67 (q, 2H), 2.94 (t, 2H), 2.84 (s,... Reactants: C(C)[Mg]Br (ethylmagnesium bromide), FC=1C=C(C=CC1F)C(C)=O (3′,4′-difluoroacetophenone), CCCCCC.CCOC(=O)C (hexane EtOAc). Run in C(C)OCC (diethyl ether), CCOCC (ether). Run at temperature 0 celsius, time 1 hour. Yields the product FC=1C=C(C=CC1F)C(C)(C)O (2-(3,4-difluorophenyl)propan-2-ol). As a reaction SMILES: [CH2:1]([Mg]Br)C.[F:5][C:6]1[CH:7]=[C:8]([C:13](=[O:15])[CH3:14])[CH:9]=[CH:10][C:11]=1[F:12].CCCCCC.CCOC(C)=O>C(OCC)C>[F:5][C:6]1[CH:7]=[C:8]([C:13]([OH:15])([CH3:1])[CH3:14])[CH:9]=[CH:10][C:11]=1[F:12] |f:2.3|. Procedure details: To a solution of ethylmagnesium bromide in ether (38.0 mL, 38.0 mmol) at 0° C., was added a solution of 3′,4′-difluoroacetophenone (5.0 g, 32.0 mmol) in diethyl ether (35 mL). The reaction mixture was stirred at 0° C. for 1 h when TLC analysis indicated that the reaction was complete (Rf=0.3, 3:1 hexane/EtOAc). The reaction was quenched carefully by adding 38 mL of water. It was extracted with diethyl ether (2×30 mL), washed with Rochelle's salt followed by brine and the organic layer was dried ... The reactants are N[C@H](CO)C(=O)N (D-Serinamide), C1(=CC=CC=C1)CCC=O (3-phenylpropanal), [H][H] (hydrogen). The reagents and catalysts are [Pd] (Pd/C). Solvent: CO (methanol). Yields the product OC[C@H](C(=O)N)NCCCC1=CC=CC=C1 ((R)-3-hydroxy-2-(3-phenylpropylamino)propanamide). As a reaction SMILES: [NH2:1][C@@H:2]([C:5]([NH2:7])=[O:6])[CH2:3][OH:4].[C:8]1([CH2:14][CH2:15][CH:16]=O)[CH:13]=[CH:12][CH:11]=[CH:10][CH:9]=1.[H][H]>CO.[Pd]>[OH:4][CH2:3][C@@H:2]([NH:1][CH2:16][CH2:15][CH2:14][C:8]1[CH:13]=[CH:12][CH:11]=[CH:10][CH:9]=1)[C:5]([NH2:7])=[O:6]. Procedure details: D-Serinamide (0.038 moles, 4 g) and 3-phenylpropanal (0.038 moles, 5.1 g) are dissolved in methanol (400 ml) in a Parr bottle and hydrogenated in the presence of 10% Pd/C (3 g) at 40 psi, until hydrogen absorption ceases. The catalyst is filtered off and the solution is evaporated to dryness under vacuum, taken up in ethyl acetate (300 ml) and washed with water (2×200 ml). The organic phase is dried and dissolved in warm ethyl ether (300 ml) to precipitate the product as a white solid by slow ev...